From a dataset of the Open Reaction Database (ORD), a public repository of structured organic reaction records. describe an organic reaction: reactants, conditions, products, and yield The reactants are C1CCNCC1, CCO, O=C1Cc2c(cccc2-c2cccc(F)c2)N1, Cc1[nH]c(C=O)c(C)c1C(=O)NCCn1ccnn1. The product is Cc1[nH]c(C=C2C(=O)Nc3cccc(-c4cccc(F)c4)c32)c(C)c1C(=O)NCCn1ccnn1. RXN SMILES: [CH2:37]1[CH2:38][CH2:39][NH:40][CH2:41][CH2:42]1.[CH3:43][CH2:44][OH:45].[F:1][c:2]1[cH:3][c:4](-[c:8]2[c:9]3[c:13]([cH:14][cH:15][cH:16]2)[NH:12][C:11](=[O:17])[CH2:10]3)[cH:5][cH:6][cH:7]1.[n:18]1([CH2:23][CH2:24][NH:25][C:26](=[O:27])[c:28]2[c:29]([CH3:36])[nH:30][c:31]([CH:34]=[O:35])[c:32]2[CH3:33])[n:19][n:20][cH:21][cH:22]1>>[F:1][c:2]1[cH:3][c:4](-[c:8]2[c:9]3[c:13]([cH:14][cH:15][cH:16]2)[NH:12][C:11](=[O:17])[C:10]3=[CH:34][c:31]2[nH:30][c:29]([CH3:36])[c:28]([C:26]([NH:25][CH2:24][CH2:23][n:18]3[n:19][n:20][cH:21][cH:22]3)=[O:27])[c:32]2[CH3:33])[cH:5][cH:6][cH:7]1. Starting materials: NCCCCN1C(=NC=2C(=NC=3C=CC=CC3C21)N)C (1-(4-aminobutyl)-2-methyl-1H-imidazo[4,5-c]quinolin-4-amine), C1(=CC=CC=C1)N=C=O (phenyl isocyanate). Yields the product NC1=NC=2C=CC=CC2C2=C1N=C(N2CCCCNC(=O)NC2=CC=CC=C2)C (N-[4-(4-amino-2-methyl-1H-imidazo[4,5-c]quinolin-1-yl)butyl]-N′-phenylurea). RXN SMILES: [NH2:1][CH2:2][CH2:3][CH2:4][CH2:5][N:6]1[C:18]2[C:17]3[CH:16]=[CH:15][CH:14]=[CH:13][C:12]=3[N:11]=[C:10]([NH2:19])[C:9]=2[N:8]=[C:7]1[CH3:20].[C:21]1([N:27]=[C:28]=[O:29])[CH:26]=[CH:25][CH:24]=[CH:23][CH:22]=1>>[NH2:19][C:10]1[C:9]2[N:8]=[C:7]([CH3:20])[N:6]([CH2:5][CH2:4][CH2:3][CH2:2][NH:1][C:28]([NH:27][C:21]3[CH:26]=[CH:25][CH:24]=[CH:23][CH:22]=3)=[O:29])[C:18]=2[C:17]2[CH:16]=[CH:15][CH:14]=[CH:13][C:12]=2[N:11]=1. Reported procedure: Using the general method of Example 143, 1-(4-aminobutyl)-2-methyl-1H-imidazo[4,5-c]quinolin-4-amine (500 mg, 1.9 mmol) was reacted with phenyl isocyanate to provide 123 mg of N-[4-(4-amino-2-methyl-1H-imidazo[4,5-c]quinolin-1-yl)butyl]-N′-phenylurea as a light brown solid, m.p. 171.5-172.5° C. Analysis: Calculated for C22H24N6O.0.60 H2O: %C 66.18; %H, 6.36; %N, 21.05; Found: %C, 66.05; %H, 6.43; %N, 20.61. Starting materials: N=1C=CN2C1CCCCC2 (6,7,8,9-tetrahydro-5H-imidazo[1,2-a]azepine), CC1(OC(CC(O1)=O)=O)C (2,2-dimethyl-1,3-dioxane-4,6-dione), ClC1=CC=C(C=C1)N1CCNCC1 (1-(4-chlorophenyl)piperazine). Product: ClC1=CC=C(C=C1)N1CCN(CC1)CCCC1=CN=C2N1CCCCC2 (3-(3-(4-(4-chlorophenyl)piperazin-1-yl)propyl)-6,7,8,9-tetrahydro-5H-imidazo[1,2-a]azepine). RXN SMILES: [N:1]1[CH:2]=[CH:3][N:4]2[CH2:10][CH2:9][CH2:8][CH2:7][CH2:6][C:5]=12.CC1(C)O[C:16](=O)[CH2:15][C:14](=O)O1.[Cl:21][C:22]1[CH:27]=[CH:26][C:25]([N:28]2[CH2:33][CH2:32][NH:31][CH2:30][CH2:29]2)=[CH:24][CH:23]=1>>[Cl:21][C:22]1[CH:23]=[CH:24][C:25]([N:28]2[CH2:33][CH2:32][N:31]([CH2:16][CH2:15][CH2:14][C:3]3[N:4]4[CH2:10][CH2:9][CH2:8][CH2:7][CH2:6][C:5]4=[N:1][CH:2]=3)[CH2:30][CH2:29]2)=[CH:26][CH:27]=1. Reported procedure: By the same reaction and treatment as in Example 91 using 6,7,8,9-tetrahydro-5H-imidazo[1,2-a]azepine, 2,2-dimethyl-1,3-dioxane-4,6-dione and 1-(4-chlorophenyl)piperazine, 3-(3-(4-(4-chlorophenyl)piperazin-1-yl)propyl)-6,7,8,9-tetrahydro-5H-imidazo[1,2-a]azepine is obtained. RXN SMILES: [CH3:1][O:2][N:3]([CH3:14])[C:4]([N:6]1[C:10]([CH3:12])([CH3:11])[CH2:9][CH2:8][C:7]1=[O:13])=[O:5].C[Si](C)(C)N[Si](C)(C)C.[Li].[C:25]([C:29]1[CH:30]=[C:31]([CH:34]=[C:35]([C:42]([CH3:45])([CH3:44])[CH3:43])[C:36]=1[O:37][Si](C)(C)C)[CH:32]=O)([CH3:28])([CH3:27])[CH3:26].C1(C)C=CC(S(O)(=O)=O)=CC=1.[F-].C([N+](CCCC)(CCCC)CCCC)CCC.C(=O)(O)[O-].[Na+]>C1COCC1.C1(C)C=CC=CC=1>[CH3:1][O:2][N:3]([CH3:14])[C:4]([N:6]1[C:10]([CH3:12])([CH3:11])[CH2:9][C:8](=[CH:32][C:31]2[CH:30]=[C:29]([C:25]([CH3:26])([CH3:28])[CH3:27])[C:36]([OH:37])=[C:35]([C:42]([CH3:45])([CH3:44])[CH3:43])[CH:34]=2)[C:7]1=[O:13])=[O:5] |f:1.2,5.6,7.8,^1:23|. Reported procedure: To a chilled solution (-70° C.) of 453 mg (2.26 mmol) of the thus obtained 1-(N-methoxy-N-methylcarbamoyl)-5,5-dimethylpyrrolidin-2-one in THF (12 ml) was added 2.26 ml (2.26 mmol) of a THF solution of 1.0M lithium hexamethyldisilazane while being stirred under a nitrogen atmosphere. Five minutes later, 693 mg (2.26 mmol) of 3,5-di-tert-butyl-4-trimethylsiloxybenzaldehyde was added thereto and the mixture was warmed to room temperature and stirred for 2 hours. The reaction mixture was then poure... The solvent is C1(=CC=CC=C1)C (toluene), C1CCOC1 (THF), C1CCOC1 (THF), C1CCOC1 (THF), C1CCOC1 (THF). Reactants: ice water, C1(=CC=C(C=C1)S(=O)(=O)O)C (p-toluenesulfonic acid), CON(C(=O)N1C(CCC1(C)C)=O)C (1-(N-methoxy-N-methylcarbamoyl)-5,5-dimethylpyrrolidin-2-one), C[Si](N[Si](C)(C)C)(C)C.[Li] (lithium hexamethyldisilazane), C([O-])(O)=O.[Na+] (sodium bicarbonate), ice water, C(C)(C)(C)C=1C=C(C=O)C=C(C1O[Si](C)(C)C)C(C)(C)C (3,5-di-tert-butyl-4-trimethylsiloxybenzaldehyde), [F-].C(CCC)[N+](CCCC)(CCCC)CCCC (tetra-n-butylammonium fluoride). The yield is 29.0%. Yields the product CON(C(=O)N1C(C(CC1(C)C)=CC1=CC(=C(C(=C1)C(C)(C)C)O)C(C)(C)C)=O)C (1-(N-Methoxy-N-methylcarbamoyl)-3-(3,5-di-tert-butyl-4-hydroxybenzylidene)-5,5-dimethylpyrrolidin-2-one). Starting materials: FC=1C=C(C=CC1)C(CC#N)=O (3-(3-fluorophenyl)-3-oxopropanenitrile), NC=1C(=NC=CC1)C=O (3-amino-2-pyridinecarbaldehyde), C(C)(=O)OCC (ethyl acetate), N1CCCCC1 (piperidine). Run at temperature 85 celsius, time 1 hour. Product: FC=1C=C(C=CC1)C1=NC2=CC=CN=C2C=C1C#N (2-(3-fluorophenyl)-1,5-naphthyridine-3-carbonitrile). Reaction SMILES: [F:1][C:2]1[CH:3]=[C:4]([C:8](=O)[CH2:9][C:10]#[N:11])[CH:5]=[CH:6][CH:7]=1.[NH2:13][C:14]1[C:15]([CH:20]=O)=[N:16][CH:17]=[CH:18][CH:19]=1.C(OCC)(=O)C.N1CCCCC1>>[F:1][C:2]1[CH:3]=[C:4]([C:8]2[C:9]([C:10]#[N:11])=[CH:20][C:15]3[C:14](=[CH:19][CH:18]=[CH:17][N:16]=3)[N:13]=2)[CH:5]=[CH:6][CH:7]=1. Reported procedure: To a mixture of 3-(3-fluorophenyl)-3-oxopropanenitrile (0.8991 g, 5.511 mmol) and 3-amino-2-pyridinecarbaldehyde (0.6730 g, 5.511 mmol) in ethyl acetate (16.70 mL, 5.511 mmol) was added piperidine (0.04360 mL, 0.4409 mmol) and the mixture was heated under reflux (bath temp. 85° C.) with stirring. After 1 h, the mixture was cooled to room temperature and concentrated under reduced pressure to give a dark brown solid. The dark brown solid was purified by silica gel column chromatography on a 80 g ... The reactants are C(C1=CC=CC=C1)OCCCOC=1C=C(C=O)C=CC1 (3-(3-benzyloxy-propoxy)-benzaldehyde), C(C)#N (acetonitrile). Product: C(C1=CC=CC=C1)OCCCOC=1C=C(C=CC1)C(CC#N)O (3-(3-(3-benzyloxy-propoxy)-phenyl)-3-hydroxy-propionitrile). RXN SMILES: [CH2:1]([O:8][CH2:9][CH2:10][CH2:11][O:12][C:13]1[CH:14]=[C:15]([CH:18]=[CH:19][CH:20]=1)[CH:16]=[O:17])[C:2]1[CH:7]=[CH:6][CH:5]=[CH:4][CH:3]=1.[C:21](#[N:23])[CH3:22]>>[CH2:1]([O:8][CH2:9][CH2:10][CH2:11][O:12][C:13]1[CH:14]=[C:15]([CH:16]([OH:17])[CH2:22][C:21]#[N:23])[CH:18]=[CH:19][CH:20]=1)[C:2]1[CH:3]=[CH:4][CH:5]=[CH:6][CH:7]=1. Procedure details: Addition of acetonitrile to 3-(3-benzyloxy-propoxy)-benzaldehyde gave 3-(3-(3-benzyloxy-propoxy)-phenyl)-3-hydroxy-propionitrile as yellow oil. Yield (0.94 g, 54%): 1H NMR (400 MHz, CDCl3) δ 7.23-7.38 (m, 6H), 6.90-6.96 (m, 2H), 6.81-6.86 (m, 1H), 5.00 (m, 1H), 4.53 (s, 2H), 4.10 (t, J=6.2 Hz, 2H), 3.67 (t, J=6.0, 2H), 2.75 (t, J=6.4, 2H), 2.04-2.13 (m, 2H). Reactants: C(C)(=O)O (acetic acid), [Li+].[OH-] (LiOH), C(CCCCCCCCCCC)(=O)OCC1=C(C(OC1(C)O)=O)C1=CC=CC=C1 (4-dodecoyloxymethyl-5-hydroxy-5-methyl-3-phenyl-2-furanone), C(CCCCCCCCCCC)(=O)OCC1=C(C(OC1(C)O)=O)C1=CC=CC=C1 (4-dodecoyloxymethyl-5-hydroxy-5-methyl-3-phenyl-2-furanone). Run in C1CCOC1 (THF). Conditions: time 3 hour. Yields the product OCC1=C(C(OC1(C)O)=O)C1=CC=CC=C1 (4-Hydroxymethyl-5-hydroxy-5-methyl-3-phenyl-2-furanone). Reaction SMILES: [Li+].[OH-].C([O:16][CH2:17][C:18]1[C:22]([OH:24])([CH3:23])[O:21][C:20](=[O:25])[C:19]=1[C:26]1[CH:31]=[CH:30][CH:29]=[CH:28][CH:27]=1)(=O)CCCCCCCCCCC.C(O)(=O)C>C1COCC1>[OH:16][CH2:17][C:18]1[C:22]([OH:24])([CH3:23])[O:21][C:20](=[O:25])[C:19]=1[C:26]1[CH:27]=[CH:28][CH:29]=[CH:30][CH:31]=1 |f:0.1|. Procedure: LiOH (0.5M, 19.7 mL, 9.83 mmol) was added to a solution of 4-dodecoyloxymethyl-5-hydroxy-5-methyl-3-phenyl-2-furanone (Compound 5, see improved process for preparation below), in THF (20 mL) at room temperature. After stirring for 3 hours the reaction was quenched with glacial acetic acid (590 mg, 9.83 mmol) and the THF was removed by rotary evaporator. Solids were removed from the residual aqueous slurry. The clear aqueous solution containing the crude product was lyophylized, adhered to silica...